Dataset: the Open Reaction Database (ORD), a public repository of structured organic reaction records. Task: describe an organic reaction: reactants, conditions, products, and yield The solvent is CCOCC (Et2O). Run at time 4 hour. The product is C(C1=CC=CC=C1)OCC1C=CC1 (3-Benzyloxymethyl-1-cyclobutene). Reaction SMILES: CC([O-])(C)C.[K+].CS(C)=O.[CH2:11]([O:18][CH2:19][C@@H:20]1[CH2:23][C@H:22](C2C=C(C)C=CC=2S([O-])(=O)=O)[CH2:21]1)[C:12]1[CH:17]=[CH:16][CH:15]=[CH:14][CH:13]=1.O>CCOCC>[CH2:11]([O:18][CH2:19][CH:20]1[CH2:23][CH:22]=[CH:21]1)[C:12]1[CH:17]=[CH:16][CH:15]=[CH:14][CH:13]=1 |f:0.1|. Procedure: In a 250 mL flask with t-BuOK (11.95 g, 0.11 mol) inside, dry DMSO 50 mL was added under argon to give a colorless solution. Then at room temperature, cis-3-(benzyloxymethyl)cyclobutyl-tosylate (12.3 g, 35.5 mmol) was added very slowly to the previous flask. The reaction mixture was left stirring at room temperature for 4 hr, after which time quench the reaction by adding H2O 200 mL slowly, followed by the addition of 100 mL Et2O. The separated water phase was re-extracted with Et2O three times ... Starting materials: O (H2O), CC(C)(C)[O-].[K+] (t-BuOK), CS(=O)C (DMSO), C(C1=CC=CC=C1)OC[C@H]1C[C@H](C1)C1=C(S(=O)(=O)[O-])C=CC(=C1)C (cis-3-(benzyloxymethyl)cyclobutyl-tosylate). The reactants are C[C@H]([C@@H]1CC[C@H]([C@H](O1)O[C@@H]2[C@H](C[C@H]([C@@H]([C@H]2O)O[C@@H]3[C@@H]([C@H]([C@@](CO3)(C)O)NC)O)O)N)N)N (SU-1), C[C@@]1(CO[C@@H]([C@@H]([C@H]1NC)O)O[C@H]2[C@@H](C[C@@H]([C@H]([C@@H]2O)O[C@@H]3[C@@H](CC[C@H](O3)CN)N)N)O)O (SU-2), C[C@@]1(CO[C@@H]([C@@H]([C@H]1NC)O)O[C@H]2[C@@H](C[C@@H]([C@H]([C@@H]2O)O[C@@H]3[C@@H](CC[C@H](O3)CN)N)N)O)O (SU-2), C[C@@]1(CO[C@@H]([C@@H]([C@H]1NC)O)O[C@H]2[C@@H](C[C@@H]([C@H]([C@@H]2O)O[C@@H]3[C@@H](CC[C@H](O3)CNC)N)N)O)O (SU-3). Product: C[C@@]1(CO[C@@H]([C@@H]([C@H]1NC)O)O[C@H]2CC[C@@H]([C@H]([C@@H]2O)O[C@@H]3[C@@H](CC[C@H](O3)CN)N)N)O (SU-4). Reaction SMILES: C[C@@H:2]([NH2:32])[C@H:3]1[O:8][C@H:7]([O:9][C@H:10]2[C@H:15]([OH:16])[C@@H:14]([O:17][C@H:18]3[O:23][CH2:22][C@@:21]([OH:25])([CH3:24])[C@H:20]([NH:26][CH3:27])[C@H:19]3[OH:28])[C@H:13](O)[CH2:12][C@@H:11]2[NH2:30])[C@H:6]([NH2:31])[CH2:5][CH2:4]1.C[C@@]1(O)[C@H](NC)[C@@H](O)[C@@H](O[C@@H]2[C@@H](O)[C@H](O[C@H]3O[C@H](CN)CC[C@H]3N)[C@@H](N)C[C@H]2O)OC1.C[C@@]1(O)[C@H](NC)[C@@H](O)[C@@H](O[C@@H]2[C@@H](O)[C@H](O[C@H]3O[C@H](CNC)CC[C@H]3N)[C@@H](N)C[C@H]2O)OC1>>[CH3:24][C@@:21]1([OH:25])[C@H:20]([NH:26][CH3:27])[C@@H:19]([OH:28])[C@@H:18]([O:17][C@@H:14]2[C@@H:15]([OH:16])[C@H:10]([O:9][C@H:7]3[O:8][C@H:3]([CH2:2][NH2:32])[CH2:4][CH2:5][C@H:6]3[NH2:31])[C@@H:11]([NH2:30])[CH2:12][CH2:13]2)[O:23][CH2:22]1. Procedure: SU-1, upon termination, fires single shot 658 yielding SU-2, which shifts the shift register 480 one bit position and increments the counter 482 one count. This is the same type of shift and look as employed in the SP sequence. SU-3 following SU-2 tests the counter 482 for 7. If not 7, line 286 is potentialized, firing single shot 662 to produce SU-4. Pulse SU-4 opens gate 540 (FIG. 3N) to test the shifted bit in shift register 480 for 0 or 1. If 0, line 290 is hot to fire single shot 658 via OR... Starting materials: CS(=O)(=O)CCN, CCOCC, ClCCl, CC(C)c1nc(-c2cccc(NS(=O)(=O)c3ccco3)c2)c(-c2ccnc(Cl)n2)s1, Cl. The product is CC(C)c1nc(-c2cccc(NS(=O)(=O)c3ccco3)c2)c(-c2ccnc(NCCS(C)(=O)=O)n2)s1. RXN SMILES: [CH3:1][S:2](=[O:3])(=[O:4])[CH2:5][CH2:6][NH2:7].[CH3:38][CH2:39][O:40][CH2:41][CH3:42].[Cl:43][CH2:44][Cl:45].[Cl:8][c:9]1[n:10][cH:11][cH:12][c:13](-[c:15]2[c:16](-[c:23]3[cH:24][c:25]([NH:29][S:30](=[O:31])(=[O:32])[c:33]4[o:34][cH:35][cH:36][cH:37]4)[cH:26][cH:27][cH:28]3)[n:17][c:18]([CH:20]([CH3:21])[CH3:22])[s:19]2)[n:14]1.[ClH:46]>>[CH3:1][S:2](=[O:3])(=[O:4])[CH2:5][CH2:6][NH:7][c:9]1[n:10][cH:11][cH:12][c:13](-[c:15]2[c:16](-[c:23]3[cH:24][c:25]([NH:29][S:30](=[O:31])(=[O:32])[c:33]4[o:34][cH:35][cH:36][cH:37]4)[cH:26][cH:27][cH:28]3)[n:17][c:18]([CH:20]([CH3:21])[CH3:22])[s:19]2)[n:14]1.